From a dataset of the Open Reaction Database (ORD), a public repository of structured organic reaction records. describe an organic reaction: reactants, conditions, products, and yield Reactants: FC(C(=O)NC=1N=C2N(C=C(C=C2)C(C2=CC=CC=C2)=O)C1C1=CC=C(C=C1)Br)(F)F (2-trifluoroacetamido-3-(4-bromophenyl)-6-benzoyl-imidazo[1,2-a]pyridine). Run in CC(OCC)=O (EA). Product: NC=1N=C2N(C=C(C=C2)C(C2=CC=CC=C2)=O)C1C1=CC=C(C=C1)Br (2-Amino-3-(4-bromophenyl)-6-benzoyl-imidazo[1,2-a]pyridine). RXN SMILES: FC(F)(F)C([NH:5][C:6]1[N:7]=[C:8]2[CH:13]=[CH:12][C:11]([C:14](=[O:21])[C:15]3[CH:20]=[CH:19][CH:18]=[CH:17][CH:16]=3)=[CH:10][N:9]2[C:22]=1[C:23]1[CH:28]=[CH:27][C:26]([Br:29])=[CH:25][CH:24]=1)=O>CC(=O)OCC>[NH2:5][C:6]1[N:7]=[C:8]2[CH:13]=[CH:12][C:11]([C:14](=[O:21])[C:15]3[CH:16]=[CH:17][CH:18]=[CH:19][CH:20]=3)=[CH:10][N:9]2[C:22]=1[C:23]1[CH:24]=[CH:25][C:26]([Br:29])=[CH:27][CH:28]=1. Procedure details: The 2-trifluoroacetamido-3-(4-bromophenyl)-6-benzoyl-imidazo[1,2-a]pyridine (3.00 g, 6.15 mmol) was converted to product in a manner substantially analogous to Example 67 to yield 1.80 g. (75%). EA, MS(FD). As a reaction SMILES: [Br:1]N1C(=O)NC(=O)N(Br)C1=O.CN(C=O)C.[CH2:17]([O:24][C:25]1[CH:26]=[C:27]([C:35]2[CH:40]=[CH:39][C:38]([F:41])=[CH:37][C:36]=2[F:42])[CH:28]=[CH:29][C:30]=1[C:31]([O:33][CH3:34])=[O:32])[C:18]1[CH:23]=[CH:22][CH:21]=[CH:20][CH:19]=1>O>[CH2:17]([O:24][C:25]1[C:30]([C:31]([O:33][CH3:34])=[O:32])=[CH:29][C:28]([Br:1])=[C:27]([C:35]2[CH:40]=[CH:39][C:38]([F:41])=[CH:37][C:36]=2[F:42])[CH:26]=1)[C:18]1[CH:19]=[CH:20][CH:21]=[CH:22][CH:23]=1. Yields the product C(C1=CC=CC=C1)OC=1C(=CC(=C(C1)C1=C(C=C(C=C1)F)F)Br)C(=O)OC (Methyl 5-(benzyloxy)-2-bromo-2′,4′-difluorobiphenyl-4-carboxylate). Isolated yield 141.6%. Procedure: Dibromoisocyanuric acid (15.9 g) was added at room temperature to a DMF (150 mL) solution of methyl 3-(benzyloxy)-2′,4′-difluorobiphenyl-4-carboxylate (28.0 g), and the mixture was stirred overnight at the same temperature as above. Water was added to the reaction mixture at room temperature, followed by extraction with ethyl acetate. The obtained organic layer was washed with water and saturated saline in this order and dried over anhydrous magnesium sulfate, and then, the solvent was distilled... The reactants are BrN1C(N(C(NC1=O)=O)Br)=O (Dibromoisocyanuric acid), CN(C)C=O (DMF), C(C1=CC=CC=C1)OC=1C=C(C=CC1C(=O)OC)C1=C(C=C(C=C1)F)F (methyl 3-(benzyloxy)-2′,4′-difluorobiphenyl-4-carboxylate). Solvent: O (Water). Conditions: time 8 hour. Reactants: solution, [H-].C(C(C)C)[Al+]CC(C)C (Diisobutylaluminum hydride), C1(=CC=CC=C1)C1=CC=C(C(=O)O[C@H]2[C@@H]([C@@H]3[C@@H](OC(C3)=O)C2)CC[C@H](CCC2=CC=CC=C2)OC2OCCCC2)C=C1 ((3aR,4R,5R,6aS)-Hexahydro-5-(p-phenylbenzoyloxy)-4-[(3R)-5-phenyl-3-[(tetrahydro-2H-pyran-2-yl)oxy]pentyl]-2H-cyclopenta[b]furan-2-one), CC#N (MeCN). The reagents and catalysts are C([O-])([O-])=O.[K+].[K+] (potassium carbonate). Solvent: C1(=CC=CC=C1)C (toluene), C1(=CC=CC=C1)C (toluene), CO (Methanol), CO (methanol). Reaction conditions: time 1 hour. The product is O[C@H]1[C@@H]([C@@H]2[C@@H](OC(C2)O)C1)CC[C@H](CCC1=CC=CC=C1)OC1OCCCC1 ((3aR,4R,5R,6aS)-Hexahydro-5-hydroxy-4-[(3R)-5-phenyl-3-[(tetrahydro-2H-pyran-2-yl)oxy]pentyl]-2H-cyclopenta[b]furan-2-ol). The yield is 87.9%. As a reaction SMILES: [H-].C([Al+]CC(C)C)C(C)C.C1(C2C=CC(C([O:23][C@@H:24]3[CH2:32][C@@H:27]4[O:28][C:29](=[O:31])[CH2:30][C@@H:26]4[C@H:25]3[CH2:33][CH2:34][C@@H:35]([O:44][CH:45]3[CH2:50][CH2:49][CH2:48][CH2:47][O:46]3)[CH2:36][CH2:37][C:38]3[CH:43]=[CH:42][CH:41]=[CH:40][CH:39]=3)=O)=CC=2)C=CC=CC=1.CC#N>C1(C)C=CC=CC=1.CO.C(=O)([O-])[O-].[K+].[K+]>[OH:23][C@@H:24]1[CH2:32][C@@H:27]2[O:28][CH:29]([OH:31])[CH2:30][C@@H:26]2[C@H:25]1[CH2:33][CH2:34][C@@H:35]([O:44][CH:45]1[CH2:50][CH2:49][CH2:48][CH2:47][O:46]1)[CH2:36][CH2:37][C:38]1[CH:43]=[CH:42][CH:41]=[CH:40][CH:39]=1 |f:0.1,6.7.8|. Procedure: A 1.5 M solution of Diisobutylaluminum hydride in toluene (46.0 g, 69 mmol) was added dropwise to a stirred solution of compound [9a] (17.0 g, 30 mmol) in toluene (500 mL) at −20-−10° C. The mixture was stirred for 1 hour at the same temperature. Methanol (200 mL) was added dropwise to the stirred mixture at −20-−10° C. The obtained mixture was stirred for 1 hour at room temperature, filtered and evaporated under reduced pressure. Dichloromethane (250 mL) was added to the residue. The resulting ... The reactants are BrC=1C=NC=2N(C1)N=C(C2)C(=O)O (6-bromo-pyrazolo[1,5-A]pyrimidine-2-carboxylic acid), S1C=CC2=C1CCNCC2 (5,6,7,8-tetrahydro-4H-thieno[2,3-d]azepine). Yields the product BrC=1C=NC=2N(C1)N=C(C2)C(=O)N2CCC1=C(CC2)C=CS1 ((6-Bromo-pyrazolo[1,5-a]pyrimidin-2-yl)-(4,5,7,8-tetrahydro-thieno[2,3-d]azepin-6-yl)-methanone). RXN SMILES: [Br:1][C:2]1[CH:3]=[N:4][C:5]2[N:6]([N:8]=[C:9]([C:11]([OH:13])=O)[CH:10]=2)[CH:7]=1.[S:14]1[C:18]2[CH2:19][CH2:20][NH:21][CH2:22][CH2:23][C:17]=2[CH:16]=[CH:15]1>>[Br:1][C:2]1[CH:3]=[N:4][C:5]2[N:6]([N:8]=[C:9]([C:11]([N:21]3[CH2:22][CH2:23][C:17]4[CH:16]=[CH:15][S:14][C:18]=4[CH2:19][CH2:20]3)=[O:13])[CH:10]=2)[CH:7]=1. Procedure details: The title compound was prepared in accordance with the general method of example 1 from 6-bromo-pyrazolo[1,5-A]pyrimidine-2-carboxylic acid and 5,6,7,8-tetrahydro-4H-thieno[2,3-d]azepine. Yield: 56 mg (72% of theory). ESI-MS: m/z=377 (M+H)+; Rt(HPLC): 1.41 min (Method B). Starting materials: CC(C)(C)OC(=O)N1CCNCC1, CC(C)O, I[Cu]I, Nc1ccc(I)cc1, [K+], [K+], [K+], OCCO, O=P([O-])([O-])[O-]. RXN SMILES: [C:9]([CH3:10])([CH3:11])([CH3:12])[O:13][C:14](=[O:15])[N:16]1[CH2:17][CH2:18][NH:19][CH2:20][CH2:21]1.[CH3:34][CH:35]([OH:36])[CH3:37].[Cu:38]([I:39])[I:40].[I:1][c:2]1[cH:3][cH:4][c:5]([NH2:6])[cH:7][cH:8]1.[K+:27].[K+:28].[K+:29].[OH:30][CH2:31][CH2:32][OH:33].[P:22]([O-:23])([O-:24])([O-:25])=[O:26]>>[c:2]1([N:19]2[CH2:18][CH2:17][N:16]([C:14]([O:13][C:9]([CH3:10])([CH3:11])[CH3:12])=[O:15])[CH2:21][CH2:20]2)[cH:3][cH:4][c:5]([NH2:6])[cH:7][cH:8]1. Product: CC(C)(C)OC(=O)N1CCN(c2ccc(N)cc2)CC1. Reactants: C(C(=O)Cl)(=O)Cl (oxalyl chloride), COC=1C=C(CN2C3=CC=CC=C3C=3C(=CC=CC23)OCCC(C(=O)O)C)C=CC1OCC=1N=C(OC1C)C1=CC=CC=C1 ((±)-4-{9-[3-methoxy-4-((5-methyl-2-phenyloxazole-4-yl)methoxy)-benzyl]-9H-carbazole-4-yloxy}-2-methyl-butyric acid). The reagents and catalysts are CN(C=O)C (N,N-dimethylformamide). Solvent: ClCCCl (1,2-dichloroethane). Run at time 1 hour. The product is CC1=C(N=C(O1)C1=CC=CC=C1)COC1=C(C=C(CN2C3=CC=CC=C3C=3C(=CC=CC23)OCCC(C(=O)Cl)C)C=C1)OC ((±)-4-(9-(4-((5-methyl-2-phenyloxazole-4-yl)methoxy)-3-methoxybenzyl)-9H-carbazole-4-yloxy)-2-methylbutanoyl chloride). As a reaction SMILES: C(Cl)(=O)C([Cl:4])=O.[CH3:7][O:8][C:9]1[CH:10]=[C:11]([CH:34]=[CH:35][C:36]=1[O:37][CH2:38][C:39]1[N:40]=[C:41]([C:45]2[CH:50]=[CH:49][CH:48]=[CH:47][CH:46]=2)[O:42][C:43]=1[CH3:44])[CH2:12][N:13]1[C:25]2[CH:24]=[CH:23][CH:22]=[C:21]([O:26][CH2:27][CH2:28][CH:29]([CH3:33])[C:30](O)=[O:31])[C:20]=2[C:19]2[C:14]1=[CH:15][CH:16]=[CH:17][CH:18]=2>ClCCCl.CN(C)C=O>[CH3:44][C:43]1[O:42][C:41]([C:45]2[CH:50]=[CH:49][CH:48]=[CH:47][CH:46]=2)=[N:40][C:39]=1[CH2:38][O:37][C:36]1[CH:35]=[CH:34][C:11]([CH2:12][N:13]2[C:25]3[CH:24]=[CH:23][CH:22]=[C:21]([O:26][CH2:27][CH2:28][CH:29]([CH3:33])[C:30]([Cl:4])=[O:31])[C:20]=3[C:19]3[C:14]2=[CH:15][CH:16]=[CH:17][CH:18]=3)=[CH:10][C:9]=1[O:8][CH3:7]. Procedure details: 2.2 mL of oxalyl chloride was added to the solution of 10.0 g of (±)-4-{9-[3-methoxy-4-((5-methyl-2-phenyloxazole-4-yl)methoxy)-benzyl]-9H-carbazole-4-yloxy}-2-methyl-butyric acid prepared by the example 27 in 1,2-dichloroethane (100 mL), and then 5 drops of N,N-dimethylformamide was added thereto, and stirred at room temperature for 1 hour. The reaction mixture was vacuum concentrated, and (±)-4-(9-(4-((5-methyl-2-phenyloxazole-4-yl)methoxy)-3-methoxybenzyl)-9H-carbazole-4-yloxy)-2-methylbutano... Reactants: C(C1=CC=CC=C1)=O (benzaldehyde), N1CCC(CCC1)=O (azepan-4-one), [BH-](OC(=O)C)(OC(=O)C)OC(=O)C.[Na+] (Na(OAc)3BH). Solvent: C(Cl)Cl (methylene chloride). Conditions: time 30 minute. Product: C(C1=CC=CC=C1)N1CCC(CCC1)=O (1-Benzylazepan-4-one). Yield: 78.0%. As a reaction SMILES: [NH:1]1[CH2:7][CH2:6][CH2:5][C:4](=[O:8])[CH2:3][CH2:2]1.[CH:9](=O)[C:10]1[CH:15]=[CH:14][CH:13]=[CH:12][CH:11]=1.[BH-](OC(C)=O)(OC(C)=O)OC(C)=O.[Na+]>C(Cl)Cl>[CH2:9]([N:1]1[CH2:7][CH2:6][CH2:5][C:4](=[O:8])[CH2:3][CH2:2]1)[C:10]1[CH:15]=[CH:14][CH:13]=[CH:12][CH:11]=1 |f:2.3|. Procedure details: To a suspension of azepan-4-one (8.0 g, 53.47 mmol, 1.0 eq.) in methylene chloride (100 ml) was added TEA followed by benzaldehyde and reaction mixture was stirred at RT for 30 min. Na(OAc)3BH was added portionwise to the reaction mixture and it was then stirred at RT for another 4 h. The reaction mixture was quenched with NaOH (2 M, 80 ml) and extracted with methylene chloride (3×100 ml). The organic layer was dried over Na2SO4 and solvent was evaporated under reduced pressure to afford the cru...